Dataset: the Open Reaction Database (ORD), a public repository of structured organic reaction records. Task: describe an organic reaction: reactants, conditions, products, and yield Reactants: BrC1=CC=2N(C(=C1)N)N=C(N2)C2=NC=CC=C2 (7-bromo-2-pyridin-2-yl-[1,2,4]triazolo[1,5-a]pyridin-5-ylamine), CC1=CC=CC(=N1)CO ((6-methyl-pyridin-2-yl)-methanol), CS2CO3. Solvent: CN1C(CCC1)=O (N-methyl-pyrrolidon). Yields the product CC1=CC=CC(=N1)COC1=CC=2N(C(=C1)N)N=C(N2)C2=NC=CC=C2 (7-(6-Methyl-pyridin-2-ylmethoxy)-2-pyridin-2-yl-[1,2,4]triazolo[1,5-a]pyridin-5-ylamine). RXN SMILES: Br[C:2]1[CH:7]=[C:6]([NH2:8])[N:5]2[N:9]=[C:10]([C:12]3[CH:17]=[CH:16][CH:15]=[CH:14][N:13]=3)[N:11]=[C:4]2[CH:3]=1.[CH3:18][C:19]1[N:24]=[C:23]([CH2:25][OH:26])[CH:22]=[CH:21][CH:20]=1>CN1CCCC1=O>[CH3:18][C:19]1[N:24]=[C:23]([CH2:25][O:26][C:2]2[CH:7]=[C:6]([NH2:8])[N:5]3[N:9]=[C:10]([C:12]4[CH:17]=[CH:16][CH:15]=[CH:14][N:13]=4)[N:11]=[C:4]3[CH:3]=2)[CH:22]=[CH:21][CH:20]=1. Procedure details: A mixture of 1 eq. 7-bromo-2-pyridin-2-yl-[1,2,4]triazolo[1,5-a]pyridin-5-ylamine, 5 eq. (6-methyl-pyridin-2-yl)-methanol and a catalytic amount of CS2CO3 in 200 μl N-methyl-pyrrolidon was heated for 2 h to 160°. The mixture was, after filtration, purified with reversed phase column chromatography eluting with an acetonitrile/water gradient yielding the title compound, MS m/e (%): 332 M+H+ (100%). Reactants: O=C(O)c1cccc(-c2cnc3c(c2)N(Cc2cc(Cl)ccc2C(F)(F)F)CCN3)c1, NCc1cccc2ccccc12. The product is O=C(NCc1cccc2ccccc12)c1cccc(-c2cnc3c(c2)N(Cc2cc(Cl)ccc2C(F)(F)F)CCN3)c1. Reaction SMILES: [Cl:1][c:2]1[cH:3][cH:4][c:5]([C:28]([F:29])([F:30])[F:31])[c:6]([CH2:7][N:8]2[c:9]3[c:10]([n:14][cH:15][c:16](-[c:18]4[cH:19][c:20]([C:21](=[O:22])[OH:23])[cH:24][cH:25][cH:26]4)[cH:17]3)[NH:11][CH2:12][CH2:13]2)[cH:27]1.[NH2:32][CH2:33][c:34]1[cH:35][cH:36][cH:37][c:38]2[cH:39][cH:40][cH:41][cH:42][c:43]12>>[Cl:1][c:2]1[cH:3][cH:4][c:5]([C:28]([F:29])([F:30])[F:31])[c:6]([CH2:7][N:8]2[c:9]3[c:10]([n:14][cH:15][c:16](-[c:18]4[cH:19][c:20]([C:21](=[O:22])[NH:32][CH2:33][c:34]5[cH:35][cH:36][cH:37][c:38]6[cH:39][cH:40][cH:41][cH:42][c:43]56)[cH:24][cH:25][cH:26]4)[cH:17]3)[NH:11][CH2:12][CH2:13]2)[cH:27]1. Reactants: O=P(Cl)(Cl)Cl (POCl3), ice, ice, OC1=CC(=NN1C)C(F)(F)F (5-hydroxy-1-methyl-3-(trifluoromethyl)-1H-pyrazole), Cl (HCl), CN(C)C=O (DMF). Conditions: temperature 0 celsius. The product is ClC1=C(C(=NN1C)C(F)(F)F)C=O (5-Chloro-1-methyl-3-trifluoromethyl-1H-pyrazole-4-carboxaldehvde). As a reaction SMILES: O=P(Cl)(Cl)Cl.O[C:7]1[N:11]([CH3:12])[N:10]=[C:9]([C:13]([F:16])([F:15])[F:14])[CH:8]=1.[ClH:17].CN([CH:21]=[O:22])C>>[Cl:17][C:7]1[N:11]([CH3:12])[N:10]=[C:9]([C:13]([F:16])([F:15])[F:14])[C:8]=1[CH:21]=[O:22]. Reported procedure: DMF (106 mL) was stirred under N2 while cooling in an ice/salt bath to 0° C. POCl3 (364 mL) was added dropwise at a rate such that the temperature did not rise above 10° C. The mixture was then stirred at 0° C. briefly and 5-hydroxy-1-methyl-3-(trifluoromethyl)-1H-pyrazole (106 g) was added with constant stirring. The mixture was stirred while slowly heating to 90° C. As the temperature approached 90° C. the reaction became exothermic and HCl gas evolved. The temperature rose to reflux. After th... The reactants are COC(=O)Cc1ccc(C#Cc2cc(C(=O)OC(C)(C)C)c3c(c2)C(C)(C)CC(C)(C)O3)cc1, CCO, Cl, [Li+], C1CCOC1, [OH-], O. The product is CC(C)(C)OC(=O)c1cc(C#Cc2ccc(CC(=O)O)cc2)cc2c1OC(C)(C)CC2(C)C. As a reaction SMILES: [C:1]([CH3:2])([CH3:3])([CH3:4])[O:5][C:6](=[O:7])[c:8]1[cH:9][c:10]([C:22]#[C:23][c:24]2[cH:25][cH:26][c:27]([CH2:30][C:31](=[O:32])[O:33][CH3:34])[cH:28][cH:29]2)[cH:11][c:12]2[c:17]1[O:16][C:15]([CH3:18])([CH3:19])[CH2:14][C:13]2([CH3:20])[CH3:21].[CH3:38][CH2:39][OH:40].[ClH:37].[Li+:35].[O:41]1[CH2:42][CH2:43][CH2:44][CH2:45]1.[OH-:36].[OH2:46]>>[C:1]([CH3:2])([CH3:3])([CH3:4])[O:5][C:6](=[O:7])[c:8]1[cH:9][c:10]([C:22]#[C:23][c:24]2[cH:25][cH:26][c:27]([CH2:30][C:31](=[O:32])[OH:33])[cH:28][cH:29]2)[cH:11][c:12]2[c:17]1[O:16][C:15]([CH3:18])([CH3:19])[CH2:14][C:13]2([CH3:20])[CH3:21]. Starting materials: C(C)(=O)O (acetic acid), CO (methanol). Product: C(C)(=O)OC (methyl acetate), C(=O)OC (methyl formate). RXN SMILES: [CH3:1][OH:2].[C:3]([OH:6])(=[O:5])[CH3:4]>>[C:3]([O:6][CH3:1])(=[O:5])[CH3:4].[CH:1]([O:5][CH3:3])=[O:2]. Procedure: Next, 1 μl (2.47×10-5 mol) of methanol was introduced into the reactor at a temperature of 200° C. by using helium gas as a carrier (flow rate: 25 ml/min). Thus, 0.0001×10-5 mol of acetic acid, 0.003×10-5 mol of methyl acetate and 0.02×10-5 mol of methyl formate were formed. Reactants: C(#N)C=1C=C(CCOCCC(=O)OC(C)(C)C)C=CC1 (tert-butyl 3-(3-cyanophenethoxy)propanoate), C(C)(C)C=1SC=C(N1)C(=O)N1CCOC2(C1)CCN(CC2)CCC2=CC=C(CCOCCC(=O)OC(C)(C)C)C=C2 (tert-butyl 3-(4-(2-(4-(2-isopropylthiazole-4-carbonyl)-1-oxa-4,9-diazaspiro[5.5]undecan-9-yl)ethyl)phenethoxy)propanoate). Reaction SMILES: [C:1]([C:3]1[CH:4]=[C:5]([CH:18]=[CH:19][CH:20]=1)[CH2:6][CH2:7][O:8][CH2:9][CH2:10][C:11]([O:13]C(C)(C)C)=[O:12])#[N:2].C(C1SC=C(C(N2CC3(CCN(CCC4C=CC(CCOCCC(OC(C)(C)C)=O)=CC=4)CC3)OCC2)=O)N=1)(C)C>>[C:1]([C:3]1[CH:4]=[C:5]([CH:18]=[CH:19][CH:20]=1)[CH2:6][CH2:7][O:8][CH2:9][CH2:10][C:11]([OH:13])=[O:12])#[N:2]. Procedure: Prepared by the method of Example 1, step e using tert-butyl 3-(3-cyanophenethoxy)propanoate [Examples 81-175, step a] (7.0 g) in place of tert-butyl 3-(4-(2-(4-(2-isopropylthiazole-4-carbonyl)-1-oxa-4,9-diazaspiro[5.5]undecan-9-yl)ethyl)phenethoxy)propanoate. After concentration in-vacuo, the residue was azeotroped with toluene (×2) to afford the subtitled compound. Yield 2.8 g. m/z 218 (M−H)− (APCI). Product: C(#N)C=1C=C(CCOCCC(=O)O)C=CC1 (3-(3-Cyanophenethoxy)propanoic acid).